The task is: describe an organic reaction: reactants, conditions, products, and yield. This data is from the Open Reaction Database (ORD), a public repository of structured organic reaction records. Reactants: [N+](=O)([O-])C=1C=C(C(=NC1)C)NC1=NC=CC(=N1)C=1C=NC=CC1 (N-(5-nitro-2-methylpyrid-3-yl)-4-(pyrid-3-yl)-2-pyrimidinamine), O.NN (hydrazine hydrate). The reagents and catalysts are [Ni] (nickel). Run in C(C)O (ethanol). Yields the product NC=1C=C(C(=NC1)C)NC1=NC=CC(=N1)C=1C=NC=CC1 (N-(5-amino-2-methylpyrid-3-yl)-4-(pyrid-3-yl)-2-pyrimidinamine). Yield: 92.3%. Reaction SMILES: [N+:1]([C:4]1[CH:5]=[C:6]([NH:11][C:12]2[N:17]=[C:16]([C:18]3[CH:19]=[N:20][CH:21]=[CH:22][CH:23]=3)[CH:15]=[CH:14][N:13]=2)[C:7]([CH3:10])=[N:8][CH:9]=1)([O-])=O.O.NN>C(O)C.[Ni]>[NH2:1][C:4]1[CH:5]=[C:6]([NH:11][C:12]2[N:17]=[C:16]([C:18]3[CH:19]=[N:20][CH:21]=[CH:22][CH:23]=3)[CH:15]=[CH:14][N:13]=2)[C:7]([CH3:10])=[N:8][CH:9]=1 |f:1.2|. Procedure details: To a stirred solution of N-(5-nitro-2-methylpyrid-3-yl)-4-(pyrid-3-yl)-2-pyrimidinamine (18.0 g) and hydrazine hydrate (9 mL) in ethanol (180 mL) was added activated nickel (0. g). The mixture was refluxed for 3 hours, filtrated and the filtrate was concentrated in vacuo to give solid, which was put in the fridge (0° C.) overnight. The residue was filtrated off and the filtrate was concentrated in vacuo to give N-(5-amino-2-methylpyrid-3-yl)-4-(pyrid-3-yl)-2-pyrimidinamine (15 g). Reactants: solution, C1(=CC=C(C=C1)S(=O)(=O)O)C (4-toluenesulfonic acid), C1(CC1)NC(C1=CC(=C(C=C1)C)N1C=NC2=CC=C(C=C2C1=O)O[C@@H]1CN(CC1)C(C)C)=O (N-cyclopropyl-3-[6-{[(3S)-1-isopropylpyrrolidin-3-yl]oxy}-4-oxoquinazolin-3(4H)-yl]-4-methylbenzamide). The solvent is C(C)(=O)OCC (ethyl acetate). The product is C1(=CC=C(C=C1)S(=O)(=O)O)C.C1(CC1)NC(C1=CC(=C(C=C1)C)N1C=NC2=CC=C(C=C2C1=O)O[C@@H]1CN(CC1)C(C)C)=O (N-Cyclopropyl-3-[6-{[(3S)-1-isopropylpyrrolidin-3-yl]oxy}-4-oxoquinazolin-3(4H)-yl]-4-methylbenzamide 4-toluenesulfonate salt). RXN SMILES: [C:1]1([CH3:11])[CH:6]=[CH:5][C:4]([S:7]([OH:10])(=[O:9])=[O:8])=[CH:3][CH:2]=1.[CH:12]1([NH:15][C:16](=[O:44])[C:17]2[CH:22]=[CH:21][C:20]([CH3:23])=[C:19]([N:24]3[C:33](=[O:34])[C:32]4[C:27](=[CH:28][CH:29]=[C:30]([O:35][C@H:36]5[CH2:40][CH2:39][N:38]([CH:41]([CH3:43])[CH3:42])[CH2:37]5)[CH:31]=4)[N:26]=[CH:25]3)[CH:18]=2)[CH2:14][CH2:13]1>C(OCC)(=O)C>[C:1]1([CH3:11])[CH:2]=[CH:3][C:4]([S:7]([OH:10])(=[O:8])=[O:9])=[CH:5][CH:6]=1.[CH:12]1([NH:15][C:16](=[O:44])[C:17]2[CH:22]=[CH:21][C:20]([CH3:23])=[C:19]([N:24]3[C:33](=[O:34])[C:32]4[C:27](=[CH:28][CH:29]=[C:30]([O:35][C@H:36]5[CH2:40][CH2:39][N:38]([CH:41]([CH3:42])[CH3:43])[CH2:37]5)[CH:31]=4)[N:26]=[CH:25]3)[CH:18]=2)[CH2:13][CH2:14]1 |f:3.4|. Reported procedure: Using an analogous procedure to that described in Example 45, a 0.1N solution of 4-toluenesulfonic acid in ethyl acetate was reacted N-cyclopropyl-3-[6-{[(3S)-1-isopropylpyrrolidin-3-yl]oxy}-4-oxoquinazolin-3(4H)-yl]-4-methylbenzamide to gave the title compound; NMR Spectrum: (DMSOd6) 0.57 (m, 2H), 0.70 (m, 2H), 1.29 (m, 6H), 2.15 (s, 3H), 2.29 (m, 4H), 2.86 (m, 1H), 3.30 (m, 2H), 3.51 (m, 2H), 3.71 (m, 2H), 5.38 (m, 1H), 7.12 (d, 2H), 7.49 (d, 2H), 7.55 (m, 2H), 7.64 (d, 1H), 7.80 (d, 1H), 7.84... The reactants are C1(CC1)CN1N=C(C=C(C1=O)COS(=O)(=O)C)C1=CC(=C(C=C1)OC)F (2-cyclopropylmethyl-6-(3-fluoro-4-methoxyphenyl)-4-methanesulfonyloxymethyl-2H-pyridazin-3-one), CN.C(C)O (methylamine ethanol). Product: C1(CC1)CN1N=C(C=C(C1=O)CNC)C1=CC(=C(C=C1)OC)F (2-cyclopropylmethyl-6-(3-fluoro-4-methoxyphenyl)-4-methylaminomethyl-2H-pyridazin-3-one), oil. Isolated yield 65.5%. Reaction SMILES: [CH:1]1([CH2:4][N:5]2[C:10](=[O:11])[C:9]([CH2:12]OS(C)(=O)=O)=[CH:8][C:7]([C:18]3[CH:23]=[CH:22][C:21]([O:24][CH3:25])=[C:20]([F:26])[CH:19]=3)=[N:6]2)[CH2:3][CH2:2]1.[CH3:27][NH2:28].C(O)C>>[CH:1]1([CH2:4][N:5]2[C:10](=[O:11])[C:9]([CH2:12][NH:28][CH3:27])=[CH:8][C:7]([C:18]3[CH:23]=[CH:22][C:21]([O:24][CH3:25])=[C:20]([F:26])[CH:19]=3)=[N:6]2)[CH2:3][CH2:2]1 |f:1.2|. Reported procedure: A solution of 2-cyclopropylmethyl-6-(3-fluoro-4-methoxyphenyl)-4-methanesulfonyloxymethyl-2H-pyridazin-3-one (160 mg, 0.42 mmol) in 30% methylamine/ethanol (5 mL) was stirred at 80° C. for 4 hours in a sealed tube. The solvent was distilled off under reduced pressure, and the residue was purified by preparative thin-layer chromatography on silica gel [developing solvent: chloroform/methanol (10/1)] to yield title compound as a slightly yellow oil (87 mg, 65.5%). Reported procedure: 10.67 g (57.3 mmol) of t-butyl piperazine-1-carboxylate was dissolved in 180 ml of dimethylformamide. 10 ml (57.3 mmol) of diisopropylethylamine and a solution of 17.3 g (57.3 mmol) of 4-iodobenzenesulfonyl chloride in 20 ml of dimethylformamide were added to the solution at 0° C., and the resultant mixture was stirred for 5 hours. After the treatment with ethyl acetate as the extractant in an ordinary manner, crude t-butyl 4-(4-iodobenzenesulfonyl)piperazine-1-carboxylate was obtained. This cru... The reactants are C(C)(C)N(CC)C(C)C (diisopropylethylamine), IC1=CC=C(C=C1)S(=O)(=O)Cl (4-iodobenzenesulfonyl chloride), C(C)(=O)OCC (ethyl acetate), resultant mixture, N1(CCNCC1)C(=O)OC(C)(C)C (t-butyl piperazine-1-carboxylate). Reaction SMILES: [N:1]1([C:7]([O:9][C:10]([CH3:13])([CH3:12])[CH3:11])=[O:8])[CH2:6][CH2:5][NH:4][CH2:3][CH2:2]1.C(N(C(C)C)CC)(C)C.[I:23][C:24]1[CH:29]=[CH:28][C:27]([S:30](Cl)(=[O:32])=[O:31])=[CH:26][CH:25]=1.C(OCC)(=O)C>CN(C)C=O>[I:23][C:24]1[CH:29]=[CH:28][C:27]([S:30]([N:4]2[CH2:5][CH2:6][N:1]([C:7]([O:9][C:10]([CH3:13])([CH3:12])[CH3:11])=[O:8])[CH2:2][CH2:3]2)(=[O:32])=[O:31])=[CH:26][CH:25]=1. Solvent: CN(C=O)C (dimethylformamide), CN(C=O)C (dimethylformamide). Yields the product IC1=CC=C(C=C1)S(=O)(=O)N1CCN(CC1)C(=O)OC(C)(C)C (t-butyl 4-(4-iodobenzenesulfonyl)piperazine-1-carboxylate). Reactants: O1CCC(=CC1)C=1C(=NC=CC1)OC1=CC=C(C=C1)C(=O)C=1NC=2C(=NC=CC2)N1 ((4-(3-(3,6-dihydro-2H-pyran-4-yl)pyridin-2-yloxy)phenyl)(1H-imidazo[4,5-b]pyridin-2-yl)methanone). The reagents and catalysts are [OH-].[Pd+2].[OH-] (Palladium hydroxide). The solvent is C1CCOC1 (THF). Reaction SMILES: [O:1]1[CH2:6][CH:5]=[C:4]([C:7]2[C:8]([O:13][C:14]3[CH:19]=[CH:18][C:17]([C:20]([C:22]4[NH:23][C:24]5[C:25]([N:30]=4)=[N:26][CH:27]=[CH:28][CH:29]=5)=[O:21])=[CH:16][CH:15]=3)=[N:9][CH:10]=[CH:11][CH:12]=2)[CH2:3][CH2:2]1>C1COCC1.[OH-].[Pd+2].[OH-]>[NH:23]1[C:24]2[C:25](=[N:26][CH:27]=[CH:28][CH:29]=2)[N:30]=[C:22]1[CH:20]([C:17]1[CH:18]=[CH:19][C:14]([O:13][C:8]2[C:7]([CH:4]3[CH2:5][CH2:6][O:1][CH2:2][CH2:3]3)=[CH:12][CH:11]=[CH:10][N:9]=2)=[CH:15][CH:16]=1)[OH:21] |f:2.3.4|. The product is N1C(=NC2=NC=CC=C21)C(O)C2=CC=C(C=C2)OC2=NC=CC=C2C2CCOCC2 ((1H-imidazo[4,5-b]pyridin-2-yl)(4-(3-(tetrahydro-2H-pyran-4-yl)pyridin-2-yloxy)phenyl)methanol). Reported procedure: To a round bottomed flask was added (4-(3-(3,6-dihydro-2H-pyran-4-yl)pyridin-2-yloxy)phenyl)(1H-imidazo[4,5-b]pyridin-2-yl)methanone (0.3642 g, 0.914 mmol) in THF (3.05 mL). Palladium hydroxide (0.032 g, 0.046 mmol) was added. The round bottomed flask was flushed with N2(g) followed by vacuum repeating the process three times. A balloon of H2(g) was then added to the reaction. Upon completion, reaction was filtered. The crude product was adsorbed onto a plug of silica gel and chromatographed thr...